From a dataset of the Open Reaction Database (ORD), a public repository of structured organic reaction records. describe an organic reaction: reactants, conditions, products, and yield Yields the product COC(=O)c1ccc(C(C)NC(=O)c2cc(Cl)cnc2Oc2ccc(CCN(C)C)cc2)cc1. Reaction SMILES: [CH3:24][N:25]([CH3:26])[CH2:27][CH2:28][c:29]1[cH:30][cH:31][c:32]([OH:33])[cH:34][cH:35]1.[Cl:1][c:2]1[n:3][cH:4][c:5]([Cl:23])[cH:6][c:7]1[C:8](=[O:9])[NH:10][CH:11]([CH3:12])[c:13]1[cH:14][cH:15][c:16]([C:17](=[O:18])[O:19][CH3:20])[cH:21][cH:22]1>>[c:2]1([O:33][c:32]2[cH:31][cH:30][c:29]([CH2:28][CH2:27][N:25]([CH3:24])[CH3:26])[cH:35][cH:34]2)[n:3][cH:4][c:5]([Cl:23])[cH:6][c:7]1[C:8](=[O:9])[NH:10][CH:11]([CH3:12])[c:13]1[cH:14][cH:15][c:16]([C:17](=[O:18])[O:19][CH3:20])[cH:21][cH:22]1. The reactants are CN(C)CCc1ccc(O)cc1, COC(=O)c1ccc(C(C)NC(=O)c2cc(Cl)cnc2Cl)cc1.